The task is: describe an organic reaction: reactants, conditions, products, and yield. This data is from the Open Reaction Database (ORD), a public repository of structured organic reaction records. The reactants are C(C)(C)(C)C=1C(=CC(=C(C(=O)O)C1)C)OCOCCOC (5-tert-butyl-4-(2-methoxy-ethoxymethoxy)-2-methyl benzoic acid), OS(=O)(=O)O (H2SO4), CO (MeOH). Conditions: time 8 hour. The product is COC(C1=C(C=C(C(=C1)C(C)(C)C)O)C)=O (5-tert-Butyl-4-hydroxy-2-methylbenzoic acid methyl ester). Reaction SMILES: [C:1]([C:5]1[C:6]([O:15]COCCOC)=[CH:7][C:8]([CH3:14])=[C:9]([CH:13]=1)[C:10]([OH:12])=[O:11])([CH3:4])([CH3:3])[CH3:2].OS(O)(=O)=O.[CH3:27]O>>[CH3:27][O:12][C:10](=[O:11])[C:9]1[CH:13]=[C:5]([C:1]([CH3:4])([CH3:3])[CH3:2])[C:6]([OH:15])=[CH:7][C:8]=1[CH3:14]. Procedure details: A solution of 5-tert-butyl-4-(2-methoxy-ethoxymethoxy)-2-methyl benzoic acid from Example AAA (20.9 g, 70.5 mmol), MeOH (150 mL), and H2SO4 (10 mL) was refluxed for 5 hours and stirred overnight at room temperature. The mixture was concentrated by half, diluted with H2O, and extracted with EtOAc. The combined extracts were washed with brine, dried (MgSO4), and concentrated to give the title compound. 1H NMR (CDCl3) δ 1.36 (s, 9 H), 2.48 (s, 3 H), 3.82 (s, 3 H), 6.48 (s, 1 H), 7.87 (s, 1 H).